This data is from the Open Reaction Database (ORD), a public repository of structured organic reaction records. The task is: describe an organic reaction: reactants, conditions, products, and yield Starting materials: C(CC)(=O)N1C(O[C@@H]([C@H]1CF)C1=CC=C(C=C1)S(=O)(=O)C)(C)C ((4S,5R)-3-propionyl-2,2-dimethyl-4-fluoromethyl-5-[4-(methylsulfonyl)phenyl]-1,3-oxazolidine), C(CC)(=O)N1C(O[C@@H]([C@H]1CF)C1=CC=C(C=C1)S(=O)(=O)C)(C)C ((4S,5R)-3-propionyl-2,2-dimethyl-4-fluoromethyl-5-[4-(methylsulfonyl)phenyl]-1,3-oxazolidine), Cl (hydrochloric acid). Run in O (water). Yields the product CS(=O)(=O)C1=CC=C(C=C1)[C@H]([C@@H](CF)N)O ((1R,2S)-1-[4-(methylsulfonyl)phenyl]-2-amino-3-fluoro-1-propanol). As a reaction SMILES: C([N:5]1[C@H:9]([CH2:10][F:11])[C@@H:8]([C:12]2[CH:17]=[CH:16][C:15]([S:18]([CH3:21])(=[O:20])=[O:19])=[CH:14][CH:13]=2)[O:7]C1(C)C)(=O)CC.Cl>O>[CH3:21][S:18]([C:15]1[CH:14]=[CH:13][C:12]([C@@H:8]([OH:7])[C@H:9]([NH2:5])[CH2:10][F:11])=[CH:17][CH:16]=1)(=[O:20])=[O:19]. Procedure details: (4S,5R)-3-acetyl-2,2-dimethyl-4-fluoromethyl-5-[4-(methylsulfonyl)phenyl]-1,3-oxazolidine (Compound IX: R1 is methylsulfonyl; R2, R3 and R4 are methyl) (50.0 g, 0.1518 moles) hydrolyses in water (300 mL) containing 20% hydrochloric acid at 90 to 100° C. over about 1 hour. Washing with methylene chloride (200 mL), adjusting the pH to greater than 12 by addition of sodium hydroxide and extraction with methylene chloride (300 mL) yields (1R,2S)-1-[4-(methylsulfonyl)phenyl]-2-amino-3-fluoro-1-propan... Reactants: CCC(=O)CC, Cc1ccccc1, Cc1cc(C)c2c(n1)Nc1ccccc1N(C)C2=O, O=C(Cl)Cl, O, c1ccncc1. Product: Cc1cc(C)c2c(n1)N(C(=O)Cl)c1ccccc1N(C)C2=O. RXN SMILES: [CH2:24]([C:25]([CH2:26][CH3:27])=[O:28])[CH3:29].[CH3:36][c:37]1[cH:38][cH:39][cH:40][cH:41][cH:42]1.[CH3:5][c:6]1[cH:7][c:8]([CH3:23])[c:9]2[c:10]([n:22]1)[NH:11][c:12]1[c:13]([cH:18][cH:19][cH:20][cH:21]1)[N:14]([CH3:17])[C:15]2=[O:16].[Cl:1][C:2]([Cl:3])=[O:4].[OH2:43].[cH:30]1[cH:31][cH:32][n:33][cH:34][cH:35]1>>[Cl:1][C:2](=[O:4])[N:11]1[c:10]2[c:9]([c:8]([CH3:23])[cH:7][c:6]([CH3:5])[n:22]2)[C:15](=[O:16])[N:14]([CH3:17])[c:13]2[c:12]1[cH:21][cH:20][cH:19][cH:18]2. The reactants are CCOC(=O)c1sc(NC(=O)OC(C)(C)C)nc1C(F)(F)F, C1CCOC1, CCO, Cl, [K+], [OH-], O. The product is CC(C)(C)OC(=O)Nc1nc(C(F)(F)F)c(C(=O)O)s1. As a reaction SMILES: [CH2:1]([CH3:2])[O:3][C:4](=[O:5])[c:6]1[c:7]([C:19]([F:20])([F:21])[F:22])[n:8][c:9]([NH:11][C:12](=[O:13])[O:14][C:15]([CH3:16])([CH3:17])[CH3:18])[s:10]1.[CH2:27]1[O:28][CH2:29][CH2:30][CH2:31]1.[CH3:32][CH2:33][OH:34].[ClH:26].[K+:24].[OH-:23].[OH2:25]>>[O:3]=[C:4]([OH:5])[c:6]1[c:7]([C:19]([F:20])([F:21])[F:22])[n:8][c:9]([NH:11][C:12](=[O:13])[O:14][C:15]([CH3:16])([CH3:17])[CH3:18])[s:10]1. The reactants are ClC=1C=C2C=3C=CC=CC3C=CC2=C2C=CC=CC12 (6-Chlorochrysene), SiO2, C1=CC=CC=2C3=CC(=C4C=CC=CC4=C3C=CC12)C=O (6-Chrysenecarbaldehyde), C(Cl)Cl (CH2Cl2). Solvent: CCOC(=O)C (EtOAc). The product is ClC1=CC2=C3C=CC=CC3=C(C=C2C=2C=CC=CC12)C=O (12-Chloro-6-chrysenecarbaldehyde). RXN SMILES: [Cl:1][C:2]1[CH:3]=[C:4]2[C:13](=[C:14]3[C:19]=1[CH:18]=[CH:17][CH:16]=[CH:15]3)[CH:12]=[CH:11][C:10]1[CH:9]=[CH:8][CH:7]=[CH:6][C:5]2=1.C1C2C=CC3C(=CC([CH:38]=[O:39])=C4C=3C=CC=C4)C=2C=CC=1.C(Cl)Cl>CCOC(C)=O>[Cl:1][C:2]1[C:19]2[CH:18]=[CH:17][CH:16]=[CH:15][C:14]=2[C:13]2[C:4](=[C:5]3[C:10](=[C:11]([CH:38]=[O:39])[CH:12]=2)[CH:9]=[CH:8][CH:7]=[CH:6]3)[CH:3]=1. Procedure: 6-Chlorochrysene (Cambridge Chemical, Inc., 70 g, 0.266 mol) was formylated according to the procedure outlined in 1A, except that CH2Cl2 (2.5 L) was used as the reaction solvent. Chromatography on a plug of SiO2 (1 kg) using EtOAc as the eluting solvent afforded after removal of solvent and drying 19.1 g (25%) of 12-chloro-6-chrysenecarbaldehyde mp 255°-257°, (EtOAc). Reactants: CO, O=CO, O=NN(CCCl)C(=O)Oc1ccccc1[N+](=O)[O-], NC1OC(CO)C(O)C(O)C1O, C1COCCO1, C1CCOC1, O=C(O)CC(O)(CC(=O)O)C(=O)O. Yields the product O=NN(CCCl)C(=O)NC1OC(CO)C(O)C(O)C1O. As a reaction SMILES: [CH3:47][OH:48].[CH:13]([OH:14])=[O:15].[Cl:29][CH2:30][CH2:31][N:32]([C:33]([O:34][c:36]1[cH:37][cH:38][cH:39][cH:40][c:41]1[N+:42]([O-:43])=[O:44])=[O:35])[N:45]=[O:46].[NH2:1][CH:2]1[CH:3]([OH:4])[CH:5]([OH:6])[CH:7]([OH:8])[CH:9]([CH2:11][OH:12])[O:10]1.[O:49]1[CH2:50][CH2:51][O:52][CH2:53][CH2:54]1.[O:55]1[CH2:56][CH2:57][CH2:58][CH2:59]1.[OH:16][C:17]([CH2:18][C:19]([C:20](=[O:21])[OH:22])([CH2:23][C:24](=[O:25])[OH:26])[OH:27])=[O:28]>>[NH:1]([CH:2]1[CH:3]([OH:4])[CH:5]([OH:6])[CH:7]([OH:8])[CH:9]([CH2:11][OH:12])[O:10]1)[C:33]([N:32]([CH2:31][CH2:30][Cl:29])[N:45]=[O:46])=[O:34]. Reactants: BrC1=CC=C(C=C1)S(=O)(=O)C (1-bromo-4-methylsulfonyl benzene), N1CCNCC1 (piperazine). Reagents/catalysts: [I-].C(CCC)[N+](CCCC)(CCCC)CCCC (tetrabutyl ammonium iodide). Run in O (Water). Reaction conditions: time 5 hour. Yields the product CS(=O)(=O)C1=CC=C(C=C1)N1CCNCC1 (1-(4-Methylsulfonylphenyl)piperazine). Yield: 91.3%. As a reaction SMILES: Br[C:2]1[CH:7]=[CH:6][C:5]([S:8]([CH3:11])(=[O:10])=[O:9])=[CH:4][CH:3]=1.[NH:12]1[CH2:17][CH2:16][NH:15][CH2:14][CH2:13]1>[I-].C([N+](CCCC)(CCCC)CCCC)CCC.O>[CH3:11][S:8]([C:5]1[CH:6]=[CH:7][C:2]([N:12]2[CH2:17][CH2:16][NH:15][CH2:14][CH2:13]2)=[CH:3][CH:4]=1)(=[O:10])=[O:9] |f:2.3|. Procedure details: A mixture of 3.0 g 1-bromo-4-methylsulfonyl benzene, 3.3 g piperazine and 470 mg tetrabutyl ammonium iodide was stirred at 120° C. to 140° C. for 5 hours. Water was added to the mixture, then insolubles were filtered off, the filtrate was extracted with dichloromethane. The organic layer was washed with brine and dried over anhydrous magnesium sulfate. The solvent was evaporated, and the residue was purified by NH silica gel column chromatography, to give 2.8 g of the title compound as a white s... Reactants: [H-].[Al+3].[Li+].[H-].[H-].[H-] (lithium aluminum hydride), C(C)OC(C[C@@H]1CC[C@H](CC1)NC1=NC=CC=N1)=O (trans-[4-(pyrimidin-2-ylamino)-cyclohexyl]-acetic acid ethyl ester). The solvent is C1CCOC1 (THF). Run at time 5 minute. Yields the product N1=C(N=CC=C1)N[C@@H]1CC[C@H](CC1)CCO (trans-2-[4-(pyrimidin-2-ylamino)-cyclohexyl]-ethanol). RXN SMILES: [H-].[Al+3].[Li+].[H-].[H-].[H-].C([O:9][C:10](=O)[CH2:11][C@H:12]1[CH2:17][CH2:16][C@H:15]([NH:18][C:19]2[N:24]=[CH:23][CH:22]=[CH:21][N:20]=2)[CH2:14][CH2:13]1)C>C1COCC1>[N:20]1[CH:21]=[CH:22][CH:23]=[N:24][C:19]=1[NH:18][C@H:15]1[CH2:14][CH2:13][C@H:12]([CH2:11][CH2:10][OH:9])[CH2:17][CH2:16]1 |f:0.1.2.3.4.5|. Reported procedure: A suspension of lithium aluminum hydride (0.45 g, 11.85 mmol) is cooled in an ice water bath and treated with a solution of trans-[4-(pyrimidin-2-ylamino)-cyclohexyl]-acetic acid ethyl ester (2.09 g, 7.9 mmol) in THF (15 mL) over 20 minutes. After stirring for 5 minutes, the ice bath is removed, and the reaction is stirred for an additional 40 minutes. The reaction is quenched with water, and sodium hydroxide is added. The mixture is stirred for 1 hour and is filtered through Celite and the filt... The reactants are C=CCCCCCCCCCCCCCCCC (octadecene), [S]Cl (sulfur monochloride), liquid. Reaction conditions: time 4 hour. Product: CCCCCCCCCCCCCCCCC=C.[S]Cl (Octadecene-1 Sulfur Monochloride). RXN SMILES: [CH2:1]=[CH:2][CH2:3][CH2:4][CH2:5][CH2:6][CH2:7][CH2:8][CH2:9][CH2:10][CH2:11][CH2:12][CH2:13][CH2:14][CH2:15][CH2:16][CH2:17][CH3:18].[S:19][Cl:20]>>[CH3:18][CH2:17][CH2:16][CH2:15][CH2:14][CH2:13][CH2:12][CH2:11][CH2:10][CH2:9][CH2:8][CH2:7][CH2:6][CH2:5][CH2:4][CH2:3][CH:2]=[CH2:1].[S:19][Cl:20] |f:2.3,^1:18,38|. Reported procedure: Approximately 840 gm (3.0 mol. 90% purity) of octadecene was charged into a 2-liter reactor equipped with dropping funnel, reflux condenser, thermometer, and mechanical stirrer. Approximately 202.5 gm (1.5 mol.) of sulfur monochloride was added through the dropping funnel. Then the reaction mixture was heated to 95° to 100° C. to activate the sulfochlorination reaction. Moderate exotherm brought the temperature to 113° C. then the reaction was held at 110° C. for four hours. Near the end of the ... The reactants are C(C)OC(C1=C(C(=CC=C1)SCC(C)=O)F)=O (2-fluoro-3-(2-oxo-propylsulfanyl)-benzoic acid ethyl ester), Cl.ClC=1C=C(C=CC1)NN (3-chlorophenylhydrazine hydrochloride). The product is C(C)OC(C1=C(C(=CC=C1)SC1=C(NC2=CC(=CC=C12)Cl)C)F)=O (3-(6-Chloro-2-methyl-1H-indol-3-ylsulfanyl)-2-fluoro-benzoic acid ethyl ester). Reaction SMILES: [CH2:1]([O:3][C:4](=[O:17])[C:5]1[CH:10]=[CH:9][CH:8]=[C:7]([S:11][CH2:12][C:13](=O)[CH3:14])[C:6]=1[F:16])[CH3:2].Cl.[Cl:19][C:20]1[CH:21]=[C:22]([NH:26]N)[CH:23]=[CH:24][CH:25]=1>>[CH2:1]([O:3][C:4](=[O:17])[C:5]1[CH:10]=[CH:9][CH:8]=[C:7]([S:11][C:12]2[C:23]3[C:22](=[CH:21][C:20]([Cl:19])=[CH:25][CH:24]=3)[NH:26][C:13]=2[CH3:14])[C:6]=1[F:16])[CH3:2] |f:1.2|. Procedure details: Prepared according to the procedure described in Example 2, Step 1, using the following starting materials: 2-fluoro-3-(2-oxo-propylsulfanyl)-benzoic acid ethyl ester and 3-chlorophenylhydrazine hydrochloride.